Dataset: the Open Reaction Database (ORD), a public repository of structured organic reaction records. Task: describe an organic reaction: reactants, conditions, products, and yield Reactants: COC1=C2CCCC(C2=CC=C1)=O (5-methoxy-1-tetralone), [Cl-].[NH4+] (ammonium chloride), [Br-].C(=O)(O)CCCC[P+](C1=CC=CC=C1)(C1=CC=CC=C1)C1=CC=CC=C1 ((4-carboxybutyl)triphenylphosphonium bromide), CC(C)([O-])C.[K+] (potassium t-butoxide). Solvent: O1CCCC1 (tetrahydrofuran), O1CCCC1 (tetrahydrofuran). Run at temperature 30 celsius, time 1 hour. Product: COC1=C2CCCC(C2=CC=C1)=CCCCC(=O)O (5-(5-methoxy-3,4-dihydronaphthalen-1(2H)ylidene)pentanoic acid). As a reaction SMILES: [Br-].[C:2]([CH2:5][CH2:6][CH2:7][CH2:8][P+](C1C=CC=CC=1)(C1C=CC=CC=1)C1C=CC=CC=1)([OH:4])=[O:3].CC(C)([O-])C.[K+].[CH3:34][O:35][C:36]1[CH:45]=[CH:44][CH:43]=[C:42]2[C:37]=1[CH2:38][CH2:39][CH2:40][C:41]2=O.[Cl-].[NH4+]>O1CCCC1>[CH3:34][O:35][C:36]1[CH:45]=[CH:44][CH:43]=[C:42]2[C:37]=1[CH2:38][CH2:39][CH2:40][C:41]2=[CH:8][CH2:7][CH2:6][CH2:5][C:2]([OH:4])=[O:3] |f:0.1,2.3,5.6|. Procedure: To an anhydrous tetrahydrofuran (200 ml) solution of (4-carboxybutyl)triphenylphosphonium bromide (25.0 g), potassium t-butoxide (12.7 g) was added, followed by stirring at 30° C. for 1 hour. To the reaction mixture, a tetrahydrofuran (20 ml) solution of 5-methoxy-1-tetralone (5.0 g) was added, followed by stirring at room temperature overnight. The reaction mixture was added to a mixture of saturated aqueous ammonium chloride solution and ice, followed by extracting with ethyl acetate. The extr... The reactants are C1CCOC1, CC(=O)O, CN, O=CC(C(O)C1CCCC1)N1C(=O)c2ccccc2C1=O, ClCCl. Yields the product CNCC(C(O)C1CCCC1)N1C(=O)c2ccccc2C1=O. As a reaction SMILES: [CH2:31]1[O:32][CH2:33][CH2:34][CH2:35]1.[CH3:22][C:23](=[O:24])[OH:25].[CH3:26][NH2:27].[CH:1]1([CH:6]([CH:7]([CH:8]=[O:9])[N:10]2[C:11](=[O:20])[c:12]3[cH:13][cH:14][cH:15][cH:16][c:17]3[C:18]2=[O:19])[OH:21])[CH2:2][CH2:3][CH2:4][CH2:5]1.[Cl:28][CH2:29][Cl:30]>>[CH:1]1([CH:6]([CH:7]([CH2:8][NH:27][CH3:26])[N:10]2[C:11](=[O:20])[c:12]3[cH:13][cH:14][cH:15][cH:16][c:17]3[C:18]2=[O:19])[OH:21])[CH2:2][CH2:3][CH2:4][CH2:5]1. The reactants are O1C2=C(C=CC=3C[C@@H]4[C@@H]5C=C[C@@H]([C@H]1[C@@]5(C23)CCN4C)O)OCOC (4,5α-Epoxy-3-methoxymethoxy-17-methyl-morphinan-7-en-6α-ol), S1C(=CC=C1)CC(=O)O (thiophene-2-acetic acid), C1(CCCCC1)N=C=NC1CCCCC1 (N,N'-dicyclohexylcarbodiimide). Reagents/catalysts: CN(C1=CC=NC=C1)C (4-dimethylaminopyridine). Solvent: C(Cl)Cl (CH2Cl2). Run at temperature 25 celsius, time 14 hour. Yields the product O1C2=C(C=CC=3C[C@@H]4[C@@H]5C=C[C@@H]([C@H]1[C@@]5(C23)CCN4C)OC(CC=4SC=CC4)=O)OCOC (4,5α-epoxy-3-methoxymethoxy-17-methyl-6α-((2-thienyl)-acetyloxy)-morphinan-7-ene). Yield: 76.1%. RXN SMILES: [O:1]1[C@@H:13]2[C@@:14]34[CH2:16][CH2:17][N:18]([CH3:19])[C@@H:8]([C@@H:9]3[CH:10]=[CH:11][C@@H:12]2[OH:20])[CH2:7][C:6]2=[C:15]4[C:2]1=[C:3]([O:21][CH2:22][O:23][CH3:24])[CH:4]=[CH:5]2.[S:25]1[CH:29]=[CH:28][CH:27]=[C:26]1[CH2:30][C:31](O)=[O:32].C1(N=C=NC2CCCCC2)CCCCC1>C(Cl)Cl.CN(C)C1C=CN=CC=1>[O:1]1[C@@H:13]2[C@@:14]34[CH2:16][CH2:17][N:18]([CH3:19])[C@@H:8]([C@@H:9]3[CH:10]=[CH:11][C@@H:12]2[O:20][C:31](=[O:32])[CH2:30][C:26]2[S:25][CH:29]=[CH:28][CH:27]=2)[CH2:7][C:6]2=[C:15]4[C:2]1=[C:3]([O:21][CH2:22][O:23][CH3:24])[CH:4]=[CH:5]2. Procedure details: 4,5α-Epoxy-3-methoxymethoxy-17-methyl-morphinan-7-en-6α-ol (1.98 g, 6 mmol) and thiophene-2-acetic acid (0.853 g, 6 mmol) are dissolved in CH2Cl2 (30 ml) at 25° C. Then N,N'-dicyclohexylcarbodiimide (1.24 g, 6 mmol) and 4-dimethylaminopyridine (0.73 g, 6 mmol) are added to the stirred solution. After the solution has been stirred for a further 14 hours at 25° C., the precipitate is filtered off and washed with CH2Cl2 (20 ml). The combined organic phase is washed with water (2×10 ml), dried (Na2S... Reactants: ClC(Cl)Cl, CC(=O)Nc1nc(CCc2ccc(CO)c(F)c2)cs1, O=S(Cl)Cl. The product is CC(=O)Nc1nc(CCc2ccc(CCl)c(F)c2)cs1. Reaction SMILES: [CH:25]([Cl:26])([Cl:27])[Cl:28].[F:1][c:2]1[cH:3][c:4]([CH2:10][CH2:11][c:12]2[n:13][c:14]([NH:17][C:18]([CH3:19])=[O:20])[s:15][cH:16]2)[cH:5][cH:6][c:7]1[CH2:8][OH:9].[S:21]([Cl:22])([Cl:23])=[O:24]>>[F:1][c:2]1[cH:3][c:4]([CH2:10][CH2:11][c:12]2[n:13][c:14]([NH:17][C:18]([CH3:19])=[O:20])[s:15][cH:16]2)[cH:5][cH:6][c:7]1[CH2:8][Cl:23]. Starting materials: C1CCOC1, CC(=O)O, [Cl-], [Cl-], [Cl-], Nc1ccc(I)c(Cl)c1, Cl, [Mg+2], O=N[O-], [Na+], O=S=O, O. Product: NS(=O)(=O)c1ccc(I)c(Cl)c1. As a reaction SMILES: [CH2:23]1[O:24][CH2:25][CH2:26][CH2:27]1.[CH3:28][C:29](=[O:30])[OH:31].[Cl-:15].[Cl-:17].[Cl-:21].[Cl:5][c:6]1[cH:7][c:8]([NH2:9])[cH:10][cH:11][c:12]1[I:13].[ClH:14].[Mg+2:16].[N:1]([O-:2])=[O:3].[Na+:4].[O:18]=[S:19]=[O:20].[OH2:22]>>[NH2:1][S:19]([c:8]1[cH:7][c:6]([Cl:5])[c:12]([I:13])[cH:11][cH:10]1)(=[O:18])=[O:20]. RXN SMILES: [OH:1][C@@H:2]([CH2:6][CH:7]([CH3:9])[CH3:8])[C:3]([OH:5])=[O:4].[CH2:10](Br)[C:11]1[CH:16]=[CH:15][CH:14]=[CH:13][CH:12]=1.C(=O)([O-])[O-].[K+].[K+]>CN(C=O)C>[OH:1][C@@H:2]([CH2:6][CH:7]([CH3:9])[CH3:8])[C:3]([O:5][CH2:10][C:11]1[CH:16]=[CH:15][CH:14]=[CH:13][CH:12]=1)=[O:4] |f:2.3.4|. Reported procedure: To a stirring solution of (2S)-2-hydroxy-4-methylvaleric acid (5.0 g) and benzyl bromide (4.95 ml) in DMF (50 ml) was added potassium carbonate (3.13 g) at room temperature. After being stirred for 12 hours, the solvent was removed by evaporation in vacuo. The residue was dissolved in ethyl acetate (100 ml) and washed with water, 1N HCl and brine successively. The organic layer was dried over magnesium sulfate and concentrated in vacuo. The residual oil was purified with silica gel column chroma... Run in CN(C)C=O (DMF). The product is O[C@H](C(=O)OCC1=CC=CC=C1)CC(C)C (benzyl (2S)-2-hydroxy-4-methylvalerate). Reaction conditions: time 12 hour. Starting materials: O[C@H](C(=O)O)CC(C)C ((2S)-2-hydroxy-4-methylvaleric acid), C(C1=CC=CC=C1)Br (benzyl bromide), C([O-])([O-])=O.[K+].[K+] (potassium carbonate). Isolated yield 95.0%. Run in O (water), O (water), CO (methanol). Run at time 8 hour. Reported procedure: 50% Aqueous sodium hydroxide was added to a solution of this methyl 2-methoxynaphthoate in methanol (400 mL). The mixture was refluxed, and water (300 mL) was added at a rate which kept the forming sodium 2-methoxynaphthoate in solution. After the water was added, the reaction was refluxed an additional 3 hours, then allowed to stand at room temperature overnight. The resulting solid mass was acidified with concentrated HCl, then was diluted with water (1 liter) and the product collected by filt... Starting materials: COC1=C(C2=CC=CC=C2C=C1)C(=O)OC (methyl 2-methoxynaphthoate), [OH-].[Na+] (sodium hydroxide), COC1=C(C2=CC=CC=C2C=C1)C(=O)OC (methyl 2-methoxynaphthoate), COC1=C(C2=CC=CC=C2C=C1)C(=O)[O-].[Na+] (sodium 2-methoxynaphthoate), Cl (HCl). Product: COC1=C(C2=CC=CC=C2C=C1)C(=O)O (2-methoxy-1-naphthoic acid). RXN SMILES: [OH-].[Na+].[CH3:3][O:4][C:5]1[CH:14]=[CH:13][C:12]2[C:7](=[CH:8][CH:9]=[CH:10][CH:11]=2)[C:6]=1[C:15]([O:17]C)=[O:16].COC1C=CC2C(=CC=CC=2)C=1C([O-])=O.[Na+].Cl>CO.O>[CH3:3][O:4][C:5]1[CH:14]=[CH:13][C:12]2[C:7](=[CH:8][CH:9]=[CH:10][CH:11]=2)[C:6]=1[C:15]([OH:17])=[O:16] |f:0.1,3.4|. Reactants: Cl.C(C)N=C=NCCCN(C)C (1-ethyl-3-(3-dimethylaminopropyl)-carbodiimide hydrochloride), O (water), N1=CNC2=C1C=CC(=C2)C(=O)O (Benzimidazole-5-carboxylic acid), ClC=1C=C(C=CC1Cl)N1CCNCC1 (1-(3,4-dichlorophenyl )-piperazine). The reagents and catalysts are CN(C)C=1C=CN=CC1 (DMAP). The solvent is CN(C)C=O (DMF). Reaction conditions: time 20 hour. The product is ClC=1C=C(C=CC1Cl)N1CCN(CC1)C=1NC2=C(N1)C=CC(=C2)C(=O)N (4-(3,4-dichlorophenyl)-piperazinyl-benzimidazole-5-carboxamide). Yield: 40.0%. RXN SMILES: [N:1]1[C:5]2[CH:6]=[CH:7][C:8]([C:10]([OH:12])=O)=[CH:9][C:4]=2[NH:3][CH:2]=1.Cl.C([N:16]=C=NCCCN(C)C)C.[Cl:25][C:26]1[CH:27]=[C:28]([N:33]2[CH2:38][CH2:37][NH:36][CH2:35][CH2:34]2)[CH:29]=[CH:30][C:31]=1[Cl:32].O>CN(C=O)C.CN(C1C=CN=CC=1)C>[Cl:25][C:26]1[CH:27]=[C:28]([N:33]2[CH2:38][CH2:37][N:36]([C:2]3[NH:3][C:4]4[CH:9]=[C:8]([C:10]([NH2:16])=[O:12])[CH:7]=[CH:6][C:5]=4[N:1]=3)[CH2:35][CH2:34]2)[CH:29]=[CH:30][C:31]=1[Cl:32] |f:1.2|. Procedure: Benzimidazole-5-carboxylic acid (1 mMol, 162 mg) was dissolved in 5 mL dry DMF and reacted with 1-ethyl-3-(3-dimethylaminopropyl)-carbodiimide hydrochloride for 15 minutes. 1-(3,4-dichlorophenyl )-piperazine, 1 mMol (231 mg) was added followed by 10 mg DMAP. The mixture was stirred for 20 h at room temperature. The reaction mixture was poured into water and extracted with methylene chloride (3×50 mL). The extracts were combined, washed with brine, water and dried over MgSO4. After evaporation of... Yields the product FC=1C=CC=2C([C@@H]3[C@H](NC2C1)CCC3)=O (Racemic cis-6-Fluoro-1,2,3,3a,4,9a-hexahydro-9H-cyclopenta[b]quinolin-9-one). Procedure: Eaton's reagent (100 mL, 630 mmol, 6.6 equiv.) was added to 2-[(3-fluorophenyl)amino]cyclopentanecarboxylic acid 6A (21.3 g, 95 mmol, 1 equiv). The mixture was heated to 70° C. and stirred for one hour. The reaction mixture was then cooled to 23° C. and quenched with the addition of wet ice. The mixture was then neutralized to pH=10 with the portionwise addition of solid sodium hydroxide pellets. The reaction mixture was then partitioned between ethyl acetate and water. The organic layer was was... Conditions: temperature 70 celsius, time 1 hour. RXN SMILES: CS(O)(=O)=O.O=P12OP3(OP(OP(O3)(O1)=O)(=O)O2)=O.[F:20][C:21]1[CH:22]=[C:23]([NH:27][CH:28]2[CH2:32][CH2:31][CH2:30][CH:29]2[C:33]([OH:35])=O)[CH:24]=[CH:25][CH:26]=1>>[F:20][C:21]1[CH:26]=[CH:25][C:24]2[C:33](=[O:35])[C@H:29]3[CH2:30][CH2:31][CH2:32][C@H:28]3[NH:27][C:23]=2[CH:22]=1 |f:0.1|. The reactants are CS(=O)(=O)O.O=P12OP3(=O)OP(=O)(O1)OP(=O)(O2)O3 (Eaton's reagent), FC=1C=C(C=CC1)NC1C(CCC1)C(=O)O (2-[(3-Fluorophenyl)amino]cyclopentanecarboxylic acid). The reactants are COc1ccc(-c2ccc(C(C)(C)C)cc2)c2c(CC3CCCC3)nc(C(=O)O)cc12, CCOC(C)=O, CN(C)C=O. Yields the product CC(C)(C)c1ccc(-c2ccc(O)c3cc(C(=O)O)nc(CC4CCCC4)c23)cc1. Reaction SMILES: [C:1]([CH3:2])([CH3:3])([CH3:4])[c:5]1[cH:6][cH:7][c:8](-[c:11]2[cH:12][cH:13][c:14]([O:30][CH3:31])[c:15]3[cH:16][c:17]([C:27](=[O:28])[OH:29])[n:18][c:19]([CH2:21][CH:22]4[CH2:23][CH2:24][CH2:25][CH2:26]4)[c:20]23)[cH:9][cH:10]1.[CH3:32][CH2:33][O:34][C:35](=[O:36])[CH3:37].[O:38]=[CH:39][N:40]([CH3:41])[CH3:42]>>[C:1]([CH3:2])([CH3:3])([CH3:4])[c:5]1[cH:6][cH:7][c:8](-[c:11]2[cH:12][cH:13][c:14]([OH:30])[c:15]3[cH:16][c:17]([C:27](=[O:28])[OH:29])[n:18][c:19]([CH2:21][CH:22]4[CH2:23][CH2:24][CH2:25][CH2:26]4)[c:20]23)[cH:9][cH:10]1.